Dataset: the Open Reaction Database (ORD), a public repository of structured organic reaction records. Task: describe an organic reaction: reactants, conditions, products, and yield Reactants: C(CCC)C1=CC(=NN1CC1=CC=C(C=C1)C1=C(C=CC=C1)C#N)C(=O)Cl (5-butyl-1-[(2'-cyanobiphenyl-4-yl)methyl]pyrazole-3-carbonyl chloride), C(C)(C)N (isopropylamine), N1=CC=CC=C1 (pyridine). The solvent is ClCCl (dichloromethane). Reaction conditions: time 0.5 hour. The product is C(CCC)C1=CC(=NN1CC1=CC=C(C=C1)C1=C(C=CC=C1)C#N)C(=O)NC(C)C (5-Butyl-1-[(2'-cyanobiphenyl-4-yl)methyl-]-N-isopropylpyrazole-3-carboxamide). The yield is 98.0%. RXN SMILES: [CH2:1]([C:5]1[N:9]([CH2:10][C:11]2[CH:16]=[CH:15][C:14]([C:17]3[CH:22]=[CH:21][CH:20]=[CH:19][C:18]=3[C:23]#[N:24])=[CH:13][CH:12]=2)[N:8]=[C:7]([C:25](Cl)=[O:26])[CH:6]=1)[CH2:2][CH2:3][CH3:4].[CH:28]([NH2:31])([CH3:30])[CH3:29].N1C=CC=CC=1>ClCCl>[CH2:1]([C:5]1[N:9]([CH2:10][C:11]2[CH:16]=[CH:15][C:14]([C:17]3[CH:22]=[CH:21][CH:20]=[CH:19][C:18]=3[C:23]#[N:24])=[CH:13][CH:12]=2)[N:8]=[C:7]([C:25]([NH:31][CH:28]([CH3:30])[CH3:29])=[O:26])[CH:6]=1)[CH2:2][CH2:3][CH3:4]. Reported procedure: To a solution of 5-butyl-1-[(2'-cyanobiphenyl-4-yl)methyl]pyrazole-3-carbonyl chloride (550 mg) in dichloromethane (5 ml) were added isopropylamine (0.2 ml) and pyridine (0.2 ml), and the mixture was stirred at room temperature for 0.5 hours. The mixture was then evaporated to dryness under reduced pressure, and the residue was shaken with a mixture of 0.1 N hydrochloric acid (50 ml), dichloromethane (15 ml), and ether (60 ml). The mixture was allowed to separate into layers. The organic layer w... The reactants are ClC=1C(N(C=C(N1)Cl)[C@@H](CC)COC)=O (3,5-dichloro-1-[(1S)-1-(methoxymethyl)propyl]-2(1H)-pyrazinone), ClC=1C=C2CCNC2=C(C1)Cl (5,7-dichloroindoline). Product: ClC=1N=C(C(N(C1)[C@@H](CC)COC)=O)N1CCC2=CC(=CC(=C12)Cl)Cl (5-Chloro-3-(5,7-dichloro-2,3-dihydro-1H-indol-1-yl)-1-[(1S)-1-(methoxymethyl)propyl]-2(1H)-pyrazinone). RXN SMILES: Cl[C:2]1[C:3](=[O:15])[N:4]([C@H:9]([CH2:12][O:13][CH3:14])[CH2:10][CH3:11])[CH:5]=[C:6]([Cl:8])[N:7]=1.[Cl:16][C:17]1[CH:18]=[C:19]2[C:23](=[C:24]([Cl:26])[CH:25]=1)[NH:22][CH2:21][CH2:20]2>>[Cl:8][C:6]1[N:7]=[C:2]([N:22]2[C:23]3[C:19](=[CH:18][C:17]([Cl:16])=[CH:25][C:24]=3[Cl:26])[CH2:20][CH2:21]2)[C:3](=[O:15])[N:4]([C@H:9]([CH2:12][O:13][CH3:14])[CH2:10][CH3:11])[CH:5]=1. Procedure details: Prepared in a similar fashion as described for Example 413 using 3,5-dichloro-1-[(1S)-1-(methoxymethyl)propyl]-2(1H)-pyrazinone and 5,7-dichloroindoline as the starting materials. mp 143–146° C.; 1H NMR (300 MHz, CDCl3): δ 7.16 (d, J=1.9 Hz, 1 H), 7.09 (d, J=1.9 Hz, 1 H), 7.03 (s, 1 H), 4.93–4.88 (m, 1 H), 4.32 (t, J=8.1 Hz, 2 H), 3.65 (dd, J=10.6, 5.5 Hz, 1 H), 3.54 (dd, J=10.6, 3.5 Hz, 1 H), 3.33 (s, 3 H), 3.11 (t, J=8.1 Hz, 2 H), 1.90–1.70 (m, 2 H), 0.91 (t, J=7.5 Hz, 3 H); HRMS (ESI) calcd f... The reactants are ice water, S(=O)(O)[O-].[Na+] (Sodium hydrogen sulfite), NC1=C(C(=O)N)C=CC=C1 (2-aminobenzamide), C(C1=CC=CC=C1)=O (benzaldehyde). Run in CN(C(C)=O)C (N,N-dimethylacetamide). Run at temperature 150 celsius, time 2 hour. The product is C1(=CC=CC=C1)C1=NC2=CC=CC=C2C(N1)=O (2-Phenyl-4-quinazolinone). As a reaction SMILES: S([O-])(O)=O.[Na+].[NH2:6][C:7]1[CH:15]=[CH:14][CH:13]=[CH:12][C:8]=1[C:9]([NH2:11])=[O:10].[CH:16](=O)[C:17]1[CH:22]=[CH:21][CH:20]=[CH:19][CH:18]=1>CN(C)C(=O)C>[C:17]1([C:16]2[NH:11][C:9](=[O:10])[C:8]3[C:7](=[CH:15][CH:14]=[CH:13][CH:12]=3)[N:6]=2)[CH:22]=[CH:21][CH:20]=[CH:19][CH:18]=1 |f:0.1|. Procedure details: Sodium hydrogen sulfite (0.8 g, 7.5 mmol) was added to a solution of 2-aminobenzamide (30) (1.0 g, 7.3 mmol) and benzaldehyde (32) (0.8 g, 7.3 mmol) in N,N-dimethylacetamide (DMAC) (20 ml). The mixture was heated with stirring at 150° C. for 2 h and then poured into ice water (200 ml). The precipitate was collected, washed with water, and then dried in vacuo. After recrystallization from EtOH, 41 was obtained (1.5 g, 92.6%) as pale yellow needles. Yield, mp, and spectral data are given in Table ...